From a dataset of the Open Reaction Database (ORD), a public repository of structured organic reaction records. describe an organic reaction: reactants, conditions, products, and yield Starting materials: COC1=CC=C(C=C1)N1C(O[C@@H]([C@@H]1C)COC1=CC=C(C#N)C=C1)=O (4-[(4S, 5S)-(-)-3-(4-methoxyphenyl)-4-methyl-2-oxooxazolidin-5-yl]methoxybenzonitrile), C(#N)C1=CC=C(C=C1)N1C(OC(C1)COC1=CC=C(C=O)C=C1)=O (4-[3-(4-cyanophenyl)-2-oxooxazolidin-5-yl]methoxybenzaldehyde), C(#N)C1=CC=C(C=C1)N1C(OC(C1)COC1=CC=C(C=O)C=C1)=O (4-[3-(4-cyanophenyl)-2-oxooxazolidin-5-yl]methoxybenzaldehyde). The product is C(=O)C1=CC=C(C=C1)N1C(OC(C1)COC1=CC=C(C=O)C=C1)=O (4-[3-(4-formylphenyl)-2-oxooxazolidin-5-yl]methoxybenzaldehyde), compound 173. The yield is 89.0%. RXN SMILES: [C:1]([C:3]1[CH:8]=[CH:7][C:6]([N:9]2[CH2:13][CH:12]([CH2:14][O:15][C:16]3[CH:23]=[CH:22][C:19]([CH:20]=[O:21])=[CH:18][CH:17]=3)[O:11][C:10]2=[O:24])=[CH:5][CH:4]=1)#N.C[O:26]C1C=CC(N2[C@@H](C)[C@@H](COC3C=CC(C#N)=CC=3)OC2=O)=CC=1>>[CH:1]([C:3]1[CH:8]=[CH:7][C:6]([N:9]2[CH2:13][CH:12]([CH2:14][O:15][C:16]3[CH:23]=[CH:22][C:19]([CH:20]=[O:21])=[CH:18][CH:17]=3)[O:11][C:10]2=[O:24])=[CH:5][CH:4]=1)=[O:26]. Reported procedure: The same procedure of Example 16 was repeated except that 4-[3-(4-cyanophenyl)-2-oxooxazolidin-5-yl]methoxybenzaldehyde (compound 34) obtained in Example 2 was used in lieu of 4-[(4S, 5S)-(-)-3-(4-methoxyphenyl)-4-methyl-2-oxooxazolidin-5-yl]methoxybenzonitrile to give the title compound (compound 173) in a yield of 89%. Reactants: CCCCCCCCC#Cc1ccc(CNc2cccc(C(=O)OC)c2)cc1, O=C(Cl)CCC1CCCC1, Cl. The product is CCCCCCCCC#Cc1ccc(CN(C(=O)CCC2CCCC2)c2cccc(C(=O)OC)c2)cc1. RXN SMILES: [C:2](#[C:3][CH2:4][CH2:5][CH2:6][CH2:7][CH2:8][CH2:9][CH2:10][CH3:11])[c:12]1[cH:13][cH:14][c:15]([CH2:16][NH:17][c:18]2[cH:19][c:20]([C:21](=[O:22])[O:23][CH3:24])[cH:25][cH:26][cH:27]2)[cH:28][cH:29]1.[CH:30]1([CH2:35][CH2:36][C:37](=[O:38])[Cl:39])[CH2:31][CH2:32][CH2:33][CH2:34]1.[ClH:1]>>[C:2](#[C:3][CH2:4][CH2:5][CH2:6][CH2:7][CH2:8][CH2:9][CH2:10][CH3:11])[c:12]1[cH:13][cH:14][c:15]([CH2:16][N:17]([c:18]2[cH:19][c:20]([C:21](=[O:22])[O:23][CH3:24])[cH:25][cH:26][cH:27]2)[C:37]([CH2:36][CH2:35][CH:30]2[CH2:31][CH2:32][CH2:33][CH2:34]2)=[O:38])[cH:28][cH:29]1. Reactants: N1=CC=C2N1C1=C(OC23CCN(CC3)C(=O)OC(C)(C)C)N=CC=C1 (tert-butyl spiro[piperidine-4,4′-pyrazolo[1,5-d]pyrido[2,3-b][1,4]oxazine]-1-carboxylate), Cl (HCl), O1CCOCC1 (dioxane). Reaction SMILES: [N:1]1[N:5]2[C:6]3[CH:25]=[CH:24][CH:23]=[N:22][C:7]=3[O:8][C:9]3([CH2:14][CH2:13][N:12](C(OC(C)(C)C)=O)[CH2:11][CH2:10]3)[C:4]2=[CH:3][CH:2]=1.[ClH:26].O1CCOCC1>C(Cl)Cl.CO>[ClH:26].[N:1]1[N:5]2[C:6]3[CH:25]=[CH:24][CH:23]=[N:22][C:7]=3[O:8][C:9]3([CH2:10][CH2:11][NH:12][CH2:13][CH2:14]3)[C:4]2=[CH:3][CH:2]=1 |f:5.6|. Reported procedure: To a solution of tert-butyl spiro[piperidine-4,4′-pyrazolo[1,5-d]pyrido[2,3-b][1,4]oxazine]-1-carboxylate (35 mg, 0.10 mmol) in CH2Cl2 (1 mL) and MeOH (0.1 mL) was added HCl in dioxane (256 μL of 4 M, 1.02 mmol) and the mixture was stirred at 40° C. for 4 hours. The reaction mixture was evaporated and the hydrochloric acid salt of the product was used without further purification. ESI-MS m/z calc. 242.1. found 243.5 (M+1)+. Retention time: 0.32 minutes (3 min run). The solvent is C(Cl)Cl (CH2Cl2), CO (MeOH). Yields the product Cl.N1=CC=C2N1C1=C(OC23CCNCC3)N=CC=C1 (Spiro[piperidine-4,4′-pyrazolo[1,5-d]pyrido[2,3-b][1,4]oxazine]hydrochloride). Run at temperature 40 celsius, time 4 hour. Starting materials: C1(=CC=CC=C1)C(N1C=NC(=C1)C[O-])(C1=CC=CC=C1)C1=CC=CC=C1.[Na+] (sodium (1-triphenylmethyl-1H-imidazol-4-yl)-methanolate), [Cl-].C12C(CC(CC1)C2)C ((bicyclo[2.2.1]hept-2-yl)-methane chloride). The product is N1C=NC(=C1)COCC1C2CCC(C1)C2 ((Bicyclo[2.2.1]hept-2-yl)methyl (1H-imidazol-4-yl)methyl ether). As a reaction SMILES: C1(C(C2C=CC=CC=2)(C2C=CC=CC=2)[N:8]2[CH:12]=[C:11]([CH2:13][O-:14])[N:10]=[CH:9]2)C=CC=CC=1.[Na+].[Cl-].[CH:29]12[CH2:35][CH:32]([CH2:33][CH2:34]1)[CH2:31][CH:30]2[CH3:36]>>[NH:8]1[CH:12]=[C:11]([CH2:13][O:14][CH2:36][CH:30]2[CH2:31][CH:32]3[CH2:35][CH:29]2[CH2:34][CH2:33]3)[N:10]=[CH:9]1 |f:0.1,2.3|. Procedure: 5 mmol of sodium (1-triphenylmethyl-1H-imidazol-4-yl)-methanolate and 5 mmol of (bicyclo[2.2.1]hept-2-yl)-methane chloride are treated as described in Example 5. Starting materials: ClC1=CC(=CC=C1)C(=O)OO (m-chloroperbenzoic acid), NC=1C=CC(=NC1)C1=CC(OC2=C1C=C(C=C2)C#N)(C)C (4-(5-amino-2-pyridyl)-2,2-dimethyl-2H-1-benzopyran-6-carbonitrile), ClC1=CC(=CC=C1)C(=O)OO (m-chloroperbenzoic acid). Solvent: ClCCl (dichloromethane). Reaction conditions: time 8 hour. Product: Cl.NC=1C=CC(=[N+](C1)[O-])C1=CC(OC2=C1C=C(C=C2)C#N)(C)C (5-amino-2-(6-cyano-2,2-dimethyl-2H-1-benzopyran-4-yl)pyridine N-oxide hydrochloride). Yield: 20.0%. Reaction SMILES: [NH2:1][C:2]1[CH:3]=[CH:4][C:5]([C:8]2[C:13]3[CH:14]=[C:15]([C:18]#[N:19])[CH:16]=[CH:17][C:12]=3[O:11][C:10]([CH3:21])([CH3:20])[CH:9]=2)=[N:6][CH:7]=1.[Cl:22]C1C=CC=C(C(OO)=[O:30])C=1>ClCCl>[ClH:22].[NH2:1][C:2]1[CH:3]=[CH:4][C:5]([C:8]2[C:13]3[CH:14]=[C:15]([C:18]#[N:19])[CH:16]=[CH:17][C:12]=3[O:11][C:10]([CH3:21])([CH3:20])[CH:9]=2)=[N+:6]([O-:30])[CH:7]=1 |f:3.4|. Reported procedure: 1 g of 4-(5-amino-2-pyridyl)-2,2-dimethyl-2H-1-benzopyran-6-carbonitrile was dissolved in 15 ml of dichloromethane and 1 g of m-chloroperbenzoic acid was added. After stirring at room temperature for 1 hour a further 0.5 g of m-chloroperbenzoic acid was added. After stirring at room temperature overnight the mixture was washed in succession with sodium bisulphite solution, sodium bicarbonate solution and water, dried over sodium sulphate and evaporated. The residue was chromatographed on silica ... Reactants: C(C)(C)O (isopropanol), O1C(OCCC1)CCOC1=C(C=CC=C1)C1=NC(=NO1)C1=CC=CC=C1 (5-{2-[2-(1,3-dioxan-2-yl)ethyl]oxy-phenyl}-3-phenyl-1,2,4-oxadiazole), ClCCl (dichloromethane), O (water). Run in CC(=O)C (acetone), [O-2].[Cr+6].[O-2].[O-2] (chromium(VI)oxide), S(O)(O)(=O)=O (sulphuric acid). Conditions: temperature 21.5 celsius, time 20 hour. Yields the product C(=O)(O)CCOC1=C(C=CC=C1)C1=NC(=NO1)C1=CC=CC=C1 (5-{2-[2-(carboxy)ethyl]oxy-phenyl}-3-phenyl-1,2,4-oxadiazole). As a reaction SMILES: [O:1]1CCC[O:3][CH:2]1[CH2:7][CH2:8][O:9][C:10]1[CH:15]=[CH:14][CH:13]=[CH:12][C:11]=1[C:16]1[O:20][N:19]=[C:18]([C:21]2[CH:26]=[CH:25][CH:24]=[CH:23][CH:22]=2)[N:17]=1.C(O)(C)C.ClCCl.O>CC(C)=O.[O-2].[Cr+6].[O-2].[O-2].S(=O)(=O)(O)O>[C:2]([CH2:7][CH2:8][O:9][C:10]1[CH:15]=[CH:14][CH:13]=[CH:12][C:11]=1[C:16]1[O:20][N:19]=[C:18]([C:21]2[CH:26]=[CH:25][CH:24]=[CH:23][CH:22]=2)[N:17]=1)([OH:3])=[O:1] |f:5.6.7.8|. Reported procedure: 2.5 g of 5-{2-[2-(1,3-dioxan-2-yl)ethyl]oxy-phenyl}-3-phenyl-1,2,4-oxadiazole are dissolved in 50 ml of acetone and at 0° C. a solution of chromium(VI)oxide in 30% sulphuric acid is added dropwise thereto. The mixture is then stirred for a further 20 hours at 20-23° C. and then 25 ml of isopropanol are added with cooling at 5° C. The mixture is added to a suspension of 100 ml of dichloromethane and 100 ml of water and the organic phase is separated off. The aqueous phase is extracted once more w... The reactants are ClC1=NC=C(N=C1C)C (2-chloro-3,5-dimethylpyrazine), C1(=CC=CC2=CC=CC=C12)C1=CC=C(C=C1)B(O)O (4-(1-naphthyl)phenylboronic acid), C([O-])([O-])=O.[Na+].[Na+] (sodium carbonate). The reagents and catalysts are C1=CC=C(C=C1)P(C2=CC=CC=C2)C3=CC=CC=C3.C1=CC=C(C=C1)P(C2=CC=CC=C2)C3=CC=CC=C3.Cl[Pd]Cl (bis(triphenylphosphine)palladium(II)dichloride). Solvent: O (Water), O (water), C(C)#N (acetonitrile). The product is CC=1C(=NC=C(N1)C)C1=CC=C(C=C1)C1=CC=CC2=CC=CC=C12 (3,5-Dimethyl-2-(4-naphthalen-1-yl-phenyl)pyrazine). The yield is 50.0%. Reaction SMILES: Cl[C:2]1[C:7]([CH3:8])=[N:6][C:5]([CH3:9])=[CH:4][N:3]=1.[C:10]1([C:20]2[CH:25]=[CH:24][C:23](B(O)O)=[CH:22][CH:21]=2)[C:19]2[C:14](=[CH:15][CH:16]=[CH:17][CH:18]=2)[CH:13]=[CH:12][CH:11]=1.C(=O)([O-])[O-].[Na+].[Na+]>C1C=CC(P(C2C=CC=CC=2)C2C=CC=CC=2)=CC=1.C1C=CC(P(C2C=CC=CC=2)C2C=CC=CC=2)=CC=1.Cl[Pd]Cl.O.C(#N)C>[CH3:8][C:7]1[C:2]([C:23]2[CH:24]=[CH:25][C:20]([C:10]3[C:19]4[C:14](=[CH:15][CH:16]=[CH:17][CH:18]=4)[CH:13]=[CH:12][CH:11]=3)=[CH:21][CH:22]=2)=[N:3][CH:4]=[C:5]([CH3:9])[N:6]=1 |f:2.3.4,5.6.7|. Procedure: First, into a recovery flask equipped with a reflux pipe were placed 0.74 g of 2-chloro-3,5-dimethylpyrazine, 1.29 g of 4-(1-naphthyl)phenylboronic acid, 0.55 g of sodium carbonate, 0.024 g of bis(triphenylphosphine)palladium(II)dichloride (abbreviation: Pd(PPh3)2Cl2), 10 mL of water, and 10 mL of acetonitrile, and the air in the flask was replaced with argon. This reaction container was irradiated with microwaves (2.45 GHz, 100 W) for 15 minutes, so that heating was performed. Then, the reactio... Starting materials: CN1CCN(CC1)CC1=CC=C(C=C1)NC1=NC=CC(=N1)C=1C(=NNC1)C1=CC=C(C=C1)C ([4-(4-Methyl-piperazin-1-ylmethyl)-phenyl]-[4-(3-p-tolyl-1H-pyrazol-4-yl)-pyrimidin-2-yl]-amine), CN1CCC(CC1)O (1-methyl-piperidin-4-ol). The product is CN1CCN(CC1)CC1=CC=C(C=C1)NC1=NC=CC(=N1)C=1C(=NN(C1)C1CCN(CC1)C)C1=CC=C(C=C1)C ([4-(4-Methyl-piperazin-1-ylmethyl)-phenyl]-{4-[1-(1-methyl-piperidin-4-yl)-3-p-tolyl-1H-pyrazol-4-yl]-pyrimidin-2-yl}-amine). Reaction SMILES: [CH3:1][N:2]1[CH2:7][CH2:6][N:5]([CH2:8][C:9]2[CH:14]=[CH:13][C:12]([NH:15][C:16]3[N:21]=[C:20]([C:22]4[C:23]([C:27]5[CH:32]=[CH:31][C:30]([CH3:33])=[CH:29][CH:28]=5)=[N:24][NH:25][CH:26]=4)[CH:19]=[CH:18][N:17]=3)=[CH:11][CH:10]=2)[CH2:4][CH2:3]1.[CH3:34][N:35]1[CH2:40][CH2:39][CH:38](O)[CH2:37][CH2:36]1>>[CH3:1][N:2]1[CH2:7][CH2:6][N:5]([CH2:8][C:9]2[CH:10]=[CH:11][C:12]([NH:15][C:16]3[N:21]=[C:20]([C:22]4[C:23]([C:27]5[CH:32]=[CH:31][C:30]([CH3:33])=[CH:29][CH:28]=5)=[N:24][N:25]([CH:38]5[CH2:39][CH2:40][N:35]([CH3:34])[CH2:36][CH2:37]5)[CH:26]=4)[CH:19]=[CH:18][N:17]=3)=[CH:13][CH:14]=2)[CH2:4][CH2:3]1. Reported procedure: The title compound is prepared as described in Example 55 starting from [4-(4-methyl-piperazin-1-ylmethyl)-phenyl]-[4-(3-p-tolyl-1H-pyrazol-4-yl)-pyrimidin-2-yl]-amine (Example 60) and 1-methyl-piperidin-4-ol. Starting materials: CC1=C(SC=C1)C=1C=C(CN)C=C(C1OCOC)C(C)(C)C (3-(Methylthiophenyl)-4-(methoxymethoxy)-5-(1,1 -dimethylethyl)benzylamine), CSC1=CC=C(C=C1)N(C([O-])=O)C1=CC=C(C=C1)[N+](=O)[O-] (N-[4-(Methylthio)phenyl]-4-nitrophenylcarbamate). Run in C1(=CC=CC=C1)C (toluene). Reaction conditions: time 45 minute. The product is CC1=C(SC=C1)C=1C=C(C=C(C1O)C(C)(C)C)CNC(=O)NC1=CC=C(C=C1)SC (N-[[3-(methylthiophenyl)-4-hydroxy-5-(1,1-dimethylethyl)phenyl]methyl]-N'-[4-(methylthio)phenyl]urea). Yield: 61.9%. Reaction SMILES: [CH3:1][C:2]1[CH:6]=[CH:5][S:4][C:3]=1[C:7]1[CH:8]=[C:9]([CH:12]=[C:13]([C:19]([CH3:22])([CH3:21])[CH3:20])[C:14]=1[O:15]COC)[CH2:10][NH2:11].[CH3:23][S:24][C:25]1[CH:30]=[CH:29][C:28]([N:31](C2C=CC([N+]([O-])=O)=CC=2)[C:32](=O)[O-:33])=[CH:27][CH:26]=1>C1(C)C=CC=CC=1>[CH3:1][C:2]1[CH:6]=[CH:5][S:4][C:3]=1[C:7]1[CH:8]=[C:9]([CH2:10][NH:11][C:32]([NH:31][C:28]2[CH:29]=[CH:30][C:25]([S:24][CH3:23])=[CH:26][CH:27]=2)=[O:33])[CH:12]=[C:13]([C:19]([CH3:21])([CH3:20])[CH3:22])[C:14]=1[OH:15]. Reported procedure: To a solution of 4.2 g (12.2 mmol) of the compound of Example 3 dissolved in 50 ml of toluene were added 3.70 g (12.2 mmol) of the compound of Example 12. The resulting solution was heated to reflux, stirred at that temperature for 45 minutes and then cooled to room temperature. Any solid particulates which had precipitated upon cooling were removed by filtration and the filtrate was concentrated to dryness to provide a residue. This residue was purified by column chromatography (10-40% ethyl ac...